The task is: describe an organic reaction: reactants, conditions, products, and yield. This data is from the Open Reaction Database (ORD), a public repository of structured organic reaction records. Product: CN(C(=O)N1N=C(N=C1SCC(=O)O)C(C)(C)C)C (1-dimethylcarbamyl-3-t-butyl-5-carboxymethylthio-1H-1,2,4-triazole). Reaction SMILES: [CH3:1][N:2]([CH3:21])[C:3]([N:5]1[C:9]([S:10][CH2:11][C:12]([O:14]CC)=[O:13])=[N:8][C:7]([C:17]([CH3:20])([CH3:19])[CH3:18])=[N:6]1)=[O:4]>C1COCC1>[CH3:1][N:2]([CH3:21])[C:3]([N:5]1[C:9]([S:10][CH2:11][C:12]([OH:14])=[O:13])=[N:8][C:7]([C:17]([CH3:19])([CH3:18])[CH3:20])=[N:6]1)=[O:4]. Run at temperature 20 celsius, time 48 hour. Solvent: C1CCOC1 (THF). Reported procedure: To 1.2 g of 1-dimethylearbamoyl-3-t-butyl-5-carboethoxyrmthylthio-1H-1,2,4-triazole (the compound of Example 2) in 20 ml of THF was added 4 ml of 12 M HC1. After stirring for 48 h at 20° C. the reaction mixture was partitioned between ether and water, the ether layer was extracted with dilute NAOH and the resulting aqueous layer was acidified and extracted with fresh ether. The resulting ether layer was dried over magnesium sulfate, filtered and evaporated under vacuum to yield 1-dimethylcarbamy... The reactants are 1-dimethylearbamoyl-3-t-butyl-5-carboethoxyrmthylthio-1H-1,2,4-triazole, CN(C(=O)N1N=C(N=C1SCC(=O)OCC)C(C)(C)C)C (1-dimethylcarbamoyl-3-t-butyl-5-carboethoxymethylthio-1,2,4-1H-triazole).